From a dataset of the Open Reaction Database (ORD), a public repository of structured organic reaction records. describe an organic reaction: reactants, conditions, products, and yield Reaction SMILES: [CH:1]1([OH:7])[CH2:6][CH2:5][CH2:4][CH2:3][CH2:2]1.[H-].[Na+].F[C:11]1[CH:16]=[CH:15][C:14]([N+:17]([O-])=O)=[CH:13][C:12]=1[C:20]([F:23])([F:22])[F:21]>O1CCCC1>[CH:1]1([O:7][C:11]2[CH:16]=[CH:15][C:14]([NH2:17])=[CH:13][C:12]=2[C:20]([F:21])([F:23])[F:22])[CH2:6][CH2:5][CH2:4][CH2:3][CH2:2]1 |f:1.2|. Reported procedure: A solution of cyclohexanol (1.00 g, 10.0 mmol) in anhydrous tetrahydrofuran (6 ml) was added dropwise to a suspension of 60% sodium hydride (0.240 g, 6.00 mmol) in anhydrous tetrahydrofuran (6 ml) under ice cooling, and the mixture was stirred at room temperature for 1 hour. 1-Fluoro-4-nitro-2-(trifluoromethyl)benzene (1.05 g, 5.00 mmol) was added to the reaction mixture under ice cooling, and the mixture was refluxed for 3 hours. Ice water was added to the reaction mixture and the mixture was e... Run in O1CCCC1 (tetrahydrofuran), O1CCCC1 (tetrahydrofuran). Conditions: time 1 hour. The yield is 46.3%. Product: C1(CCCCC1)OC1=C(C=C(N)C=C1)C(F)(F)F (4-cyclohexyloxy-3-(trifluoromethyl)aniline). Starting materials: C1(CCCCC1)O (cyclohexanol), [H-].[Na+] (sodium hydride), Ice water, FC1=C(C=C(C=C1)[N+](=O)[O-])C(F)(F)F (1-Fluoro-4-nitro-2-(trifluoromethyl)benzene).